describe an organic reaction: reactants, conditions, products, and yield From a dataset of the Open Reaction Database (ORD), a public repository of structured organic reaction records. Starting materials: O (Water), Cl.CNC (dimethylamine hydrochloride), C([O-])([O-])=O.[K+].[K+] (potassium carbonate), FC=1C(=C(C2=C(C(C=C(O2)C2=CC(=C(C=C2)NC(C(C)(C)C)=O)F)=O)C1NCCCOS(=O)(=O)C)F)C (6,8-difluoro-2-(3-fluoro-4-pivaloylaminophenyl)-5-(3-methanesulfonyloxypropylamino)-7-methyl-4H-1-benzopyran-4-one). Run in CN(C=O)C (dimethylformamide). Conditions: temperature 50 celsius, time 24 hour. Product: FC=1C(=C(C2=C(C(C=C(O2)C2=CC(=C(C=C2)NC(C(C)(C)C)=O)F)=O)C1NCCCN(C)C)F)C (6,8-difluoro-5-(3-dimethylaminopropylamino)-2-(3-fluoro-4-pivaloylaminophenyl)-7-methyl-4H-1-benzopyran-4-one). Yield: 71.3%. Reaction SMILES: [F:1][C:2]1[C:3]([CH3:37])=[C:4]([F:36])[C:5]2[O:10][C:9]([C:11]3[CH:16]=[CH:15][C:14]([NH:17][C:18](=[O:23])[C:19]([CH3:22])([CH3:21])[CH3:20])=[C:13]([F:24])[CH:12]=3)=[CH:8][C:7](=[O:25])[C:6]=2[C:26]=1[NH:27][CH2:28][CH2:29][CH2:30]OS(C)(=O)=O.Cl.[CH3:39][NH:40][CH3:41].C(=O)([O-])[O-].[K+].[K+].O>CN(C)C=O>[F:1][C:2]1[C:3]([CH3:37])=[C:4]([F:36])[C:5]2[O:10][C:9]([C:11]3[CH:16]=[CH:15][C:14]([NH:17][C:18](=[O:23])[C:19]([CH3:22])([CH3:20])[CH3:21])=[C:13]([F:24])[CH:12]=3)=[CH:8][C:7](=[O:25])[C:6]=2[C:26]=1[NH:27][CH2:28][CH2:29][CH2:30][N:40]([CH3:41])[CH3:39] |f:1.2,3.4.5|. Procedure: 1.02 g (1.89 mmol) of the above 6,8-difluoro-2-(3-fluoro-4-pivaloylaminophenyl)-5-(3-methanesulfonyloxypropylamino)-7-methyl-4H-1-benzopyran-4-one was dissolved in 30 mL of dimethylformamide, 1.54 g (18.9 mmol) of dimethylamine hydrochloride and 2.60 g (18.9 mmol) of potassium carbonate were added and the mixture was stirred at 50° C. for 24 hours. Water was added to the reaction solution and the mixture was extracted once with ethyl acetate. The organic layer was washed once with water and once...